From a dataset of the Open Reaction Database (ORD), a public repository of structured organic reaction records. describe an organic reaction: reactants, conditions, products, and yield Yields the product BrCC1=CC(=NO1)CCCCCCCCCCCC (5-(Bromomethyl)-3-dodecylisoxazole). Procedure details: To a stirred, chilled (+3° C.) solution of 3-dodecyl-5-isoxazole methanol (1.0 g, 0.0037 mol) in dichloromethane (20 mL) was added in one portion phosphorous tribromide (0.13 mL, 0.0014 mol), and the solution was stirred at +3° C. for 1.5 hours, then at room temperature for 3 days. The mixture was washed carefully with saturated sodium bisulfite, saturated sodium bicarbonate, and saturated sodium chloride. The organic layer was dried (MgSO4) and rotoevaporated to a yellow oil which solidified up... RXN SMILES: [CH2:1]([C:13]1[CH:17]=[C:16]([CH2:18]O)[O:15][N:14]=1)[CH2:2][CH2:3][CH2:4][CH2:5][CH2:6][CH2:7][CH2:8][CH2:9][CH2:10][CH2:11][CH3:12].P(Br)(Br)[Br:21]>ClCCl>[Br:21][CH2:18][C:16]1[O:15][N:14]=[C:13]([CH2:1][CH2:2][CH2:3][CH2:4][CH2:5][CH2:6][CH2:7][CH2:8][CH2:9][CH2:10][CH2:11][CH3:12])[CH:17]=1. Run at time 1.5 hour. Starting materials: C(CCCCCCCCCCC)C1=NOC(=C1)CO (3-dodecyl-5-isoxazole methanol), P(Br)(Br)Br (phosphorous tribromide). Solvent: ClCCl (dichloromethane). The reactants are C(C1=CC=CC=C1)ON1C(C(=C(C1)CC)NCC1=CC=C(C=C1)OC)=O (1-Benzyloxy-4-ethyl-3-(4-methoxybenzylamino)-2-oxo-2,5-dihydropyrrole). Solvent: C(C)(=O)OCC (ethyl acetate), C(C)(=O)O (acetic acid). Yields the product C(C1=CC=CC=C1)ON1C([C@H]([C@H](C1)CC)NCC1=CC=C(C=C1)OC)=O (cis-1-benzyloxy-4-ethyl-3-(4-methoxybenzylamino)pyrrolidin-2-one). Isolated yield 99.1%. RXN SMILES: [CH2:1]([O:8][N:9]1[CH2:13][C:12]([CH2:14][CH3:15])=[C:11]([NH:16][CH2:17][C:18]2[CH:23]=[CH:22][C:21]([O:24][CH3:25])=[CH:20][CH:19]=2)[C:10]1=[O:26])[C:2]1[CH:7]=[CH:6][CH:5]=[CH:4][CH:3]=1>C(OCC)(=O)C.C(O)(=O)C>[CH2:1]([O:8][N:9]1[CH2:13][C@H:12]([CH2:14][CH3:15])[C@H:11]([NH:16][CH2:17][C:18]2[CH:23]=[CH:22][C:21]([O:24][CH3:25])=[CH:20][CH:19]=2)[C:10]1=[O:26])[C:2]1[CH:7]=[CH:6][CH:5]=[CH:4][CH:3]=1. Procedure details: 1-Benzyloxy-4-ethyl-3-(4-methoxybenzylamino)-2-oxo-2,5-dihydropyrrole (72 mg, 205 μmol) was hydrogenated on platinum (IV) oxide (9.6 mg) in ethyl acetate (10 ml) and acetic acid (100 μl) at atmospheric pressure for 20 h. The mixture was filtered, washed with sodium hydrogen carbonate solution and brine, dried (MgSO4), and evaporated in bacuo to give cis-1-benzyloxy-4-ethyl-3-(4-methoxybenzylamino)pyrrolidin-2-one (72 mg, 100%) as an oil. 1H NMR (250 MHz, CDCl3) δ7.3-7.5 (5 H, m, Ph), 7.26 (2 H, ... Starting materials: Cc1ccc(Br)c(C(=O)Nc2ccn(C)n2)n1, Nc1cncc(Cl)c1. Product: Cc1ccc(Nc2cncc(Cl)c2)c(C(=O)Nc2ccn(C)n2)n1. Reaction SMILES: [CH3:1][n:2]1[n:3][c:4]([NH:7][C:8](=[O:9])[c:10]2[n:11][c:12]([CH3:17])[cH:13][cH:14][c:15]2[Br:16])[cH:5][cH:6]1.[NH2:18][c:19]1[cH:20][n:21][cH:22][c:23]([Cl:25])[cH:24]1>>[CH3:1][n:2]1[n:3][c:4]([NH:7][C:8](=[O:9])[c:10]2[n:11][c:12]([CH3:17])[cH:13][cH:14][c:15]2[NH:18][c:19]2[cH:20][n:21][cH:22][c:23]([Cl:25])[cH:24]2)[cH:5][cH:6]1. Reactants: CCOC(=O)C(Cc1cc2cc(C#N)ccc2o1)c1ccc(OC2CCN(C(=O)OC(C)(C)C)C2)cc1, C=O, ClC(Cl)Cl, O=CO, N. Product: CCOC(=O)C(Cc1cc2cc(C#N)ccc2o1)c1ccc(OC2CCN(C)C2)cc1. As a reaction SMILES: [C:1]([O:2][C:6](=[O:3])[N:8]1[CH2:9][CH:10]([O:13][c:14]2[cH:15][cH:16][c:17]([CH:20]([C:21](=[O:22])[O:23][CH2:24][CH3:25])[CH2:26][c:27]3[o:28][c:29]4[c:30]([cH:31]3)[cH:32][c:33]([C:36]#[N:37])[cH:34][cH:35]4)[cH:18][cH:19]2)[CH2:11][CH2:12]1)([CH3:4])([CH3:5])[CH3:7].[CH2:38]=[O:39].[CH:40]([Cl:41])([Cl:42])[Cl:43].[CH:45]([OH:46])=[O:47].[NH3:44]>>[CH3:6][N:8]1[CH2:9][CH:10]([O:13][c:14]2[cH:15][cH:16][c:17]([CH:20]([C:21](=[O:22])[O:23][CH2:24][CH3:25])[CH2:26][c:27]3[o:28][c:29]4[c:30]([cH:31]3)[cH:32][c:33]([C:36]#[N:37])[cH:34][cH:35]4)[cH:18][cH:19]2)[CH2:11][CH2:12]1. The reactants are [N+](=O)(O)[O-] (HNO3), C(C)(C)(C)OC(=O)N1CC(C2=C3C=C(NC3=CC=C21)C(=O)OC)CO (methyl 3-(t-butyloxycarbonyl)-1-hydroxymethyl-1,2-dihydro-3H-pyrrolo[3,2-e]indole-7-carboxylate), O (H2O). Run in C[N+](=O)[O-] (CH3NO2). Run at temperature 0 celsius, time 40 minute. The product is C(C)(C)(C)OC(=O)N1CC(C2=C3C=C(NC3=C(C=C21)[N+](=O)[O-])C(=O)OC)CO (methyl 3-(t-butyloxycarbonyl)-1-hydroxymethyl-5-nitro-1,2-dihydro-3H-pyrrolo[3,2-e]indole-7-carboxylate). Yield: 45.4%. Reaction SMILES: [C:1]([O:5][C:6]([N:8]1[C:19]2[C:11](=[C:12]3[C:16](=[CH:17][CH:18]=2)[NH:15][C:14]([C:20]([O:22][CH3:23])=[O:21])=[CH:13]3)[CH:10]([CH2:24][OH:25])[CH2:9]1)=[O:7])([CH3:4])([CH3:3])[CH3:2].[N+:26]([O-])([OH:28])=[O:27].O>C[N+]([O-])=O>[C:1]([O:5][C:6]([N:8]1[C:19]2[C:11](=[C:12]3[C:16](=[C:17]([N+:26]([O-:28])=[O:27])[CH:18]=2)[NH:15][C:14]([C:20]([O:22][CH3:23])=[O:21])=[CH:13]3)[CH:10]([CH2:24][OH:25])[CH2:9]1)=[O:7])([CH3:4])([CH3:3])[CH3:2]. Procedure details: A warm solution of 55 (447 mg, 1.29 mmol) in CH3NO2 (50 mL) was cooled in an ice bath. As the starting material began to precipitate (internal temperature ca. 5° C.) c.HNO3 (0.16 mL, 2.6 mmol) was added dropwise, giving an orange-red mixture. The suspension was stirred at 0° C. for 40 min, then poured into cold H2O and extracted with CH2Cl2 (×3). The extracts were washed with aq. NaHCO3, dried (Na2SO4), and evaporated. The residue was recrystallized from MeOH to give methyl 3-(t-butyloxycarbonyl...